Dataset: the Open Reaction Database (ORD), a public repository of structured organic reaction records. Task: describe an organic reaction: reactants, conditions, products, and yield Reactants: Cc1c(N)cccc1B1OC(C)(C)C(C)(C)O1, CCOC(C)=O, O=C(Cl)c1ccc(F)cc1. The product is Cc1c(NC(=O)c2ccc(F)cc2)cccc1B1OC(C)(C)C(C)(C)O1. Reaction SMILES: [CH3:1][c:2]1[c:3]([NH2:4])[cH:5][cH:6][cH:7][c:8]1[B:9]1[O:10][C:11]([CH3:16])([CH3:17])[C:12]([CH3:14])([CH3:15])[O:13]1.[CH3:28][CH2:29][O:30][C:31]([CH3:32])=[O:33].[F:18][c:19]1[cH:20][cH:21][c:22]([C:23](=[O:24])[Cl:25])[cH:26][cH:27]1>>[CH3:1][c:2]1[c:3]([NH:4][C:23]([c:22]2[cH:21][cH:20][c:19]([F:18])[cH:27][cH:26]2)=[O:24])[cH:5][cH:6][cH:7][c:8]1[B:9]1[O:10][C:11]([CH3:16])([CH3:17])[C:12]([CH3:14])([CH3:15])[O:13]1.